From a dataset of the Open Reaction Database (ORD), a public repository of structured organic reaction records. describe an organic reaction: reactants, conditions, products, and yield Starting materials: ( 15 ), Cl.OC(CNC(CC1=CC=C(C=C1)OC)(C)C)COC1=CC=C(C=C1)OC (N-[2-Hydroxy-3-(4-methoxyphenoxy)propyl]-1,1-dimethyl-2-(4-methoxyphenyl)-ethylamine Hydrochloride), ( 6 ), ( 100 ), Cl.O[C@@H](CNC(CC1=CC=C(C=C1)OC)(C)C)COC1=CC=C(C=C1)C(C)(C)C ((S)-N-[2-Hydroxy-3-(4-t-butylphenoxy)propyl]-1,1-dimethyl-2-(4-methoxyphenyl)ethylamine Hydrochloride). The product is Cl.OC(CNC(CC1=CC=C(C=C1)OC)(C)C)COC1=CC(=CC=C1)C#N (N-[2-hydroxy-3-(3-cyanophenoxy)propyl]-1,1-dimethyl-2-(4-methoxyphenyl)ethylamine Hydrochloride). As a reaction SMILES: [ClH:1].O[C@H](COC1C=CC(C(C)(C)C)=CC=1)[CH2:4][NH:5]C(C)(C)CC1C=CC(OC)=CC=1.Cl.[OH:31][CH:32]([CH2:47][O:48][C:49]1[CH:54]=[CH:53][C:52](OC)=[CH:51][CH:50]=1)[CH2:33][NH:34][C:35]([CH3:46])([CH3:45])[CH2:36][C:37]1[CH:42]=[CH:41][C:40]([O:43][CH3:44])=[CH:39][CH:38]=1>>[ClH:1].[OH:31][CH:32]([CH2:47][O:48][C:49]1[CH:50]=[CH:51][CH:52]=[C:53]([C:4]#[N:5])[CH:54]=1)[CH2:33][NH:34][C:35]([CH3:46])([CH3:45])[CH2:36][C:37]1[CH:38]=[CH:39][C:40]([O:43][CH3:44])=[CH:41][CH:42]=1 |f:0.1,2.3,4.5|. Procedure: GC/EI-MS, m/z (rel. int.) 339 (M−15, 0.1), 234 (15), 233 (100), 121 (21), 102 (7), 90 (6). The reactants are O1CCC(C2=CC=CC=C12)N (chroman-4-ylamine), BrBr (Br2). Solvent: CC(=O)O (AcOH). Yields the product BrC=1C=C2C(CCOC2=CC1)N (6-bromo-chroman-4-ylamine). RXN SMILES: [O:1]1[C:10]2[C:5](=[CH:6][CH:7]=[CH:8][CH:9]=2)[CH:4]([NH2:11])[CH2:3][CH2:2]1.[Br:12]Br>CC(O)=O>[Br:12][C:7]1[CH:6]=[C:5]2[C:10](=[CH:9][CH:8]=1)[O:1][CH2:2][CH2:3][CH:4]2[NH2:11]. Procedure details: A solution of chroman-4-ylamine (Step B) (2.550 g, 17.09 mmol) in AcOH (50 mL) at RT was treated with Br2 (3.01 g, 0.96 mL, 18.8 mmol) drop-wise. The reaction was stirred at RT until HPLC analysis showed complete consumption of starting material. The mixture was diluted with H2O (100 mL) and NaOH was added until the solution became basic. The aqueous layer was extracted with EtOAc until tlc analysis of the aqueous layer showed no evidence of the title compound. The combined organics were dried o... The reactants are OCc1ccc(CCl)cc1, CCOC(=O)N=NC(=O)OCC, C1CCOC1, COC(=O)CCc1ccc(O)cc1, c1ccc(P(c2ccccc2)c2ccccc2)cc1, Cc1ccccc1. The product is COC(=O)CCc1ccc(OCc2ccc(CCl)cc2)cc1. Reaction SMILES: [Cl:1][CH2:2][c:3]1[cH:4][cH:5][c:6]([CH2:7][OH:8])[cH:9][cH:10]1.[O:43]=[C:44]([O:45][CH2:46][CH3:47])[N:48]=[N:49][C:50]([O:51][CH2:52][CH3:53])=[O:54].[O:55]1[CH2:56][CH2:57][CH2:58][CH2:59]1.[OH:11][c:12]1[cH:13][cH:14][c:15]([CH2:18][CH2:19][C:20](=[O:21])[O:22][CH3:23])[cH:16][cH:17]1.[c:24]1([P:25]([c:26]2[cH:27][cH:28][cH:29][cH:30][cH:31]2)[c:32]2[cH:33][cH:34][cH:35][cH:36][cH:37]2)[cH:38][cH:39][cH:40][cH:41][cH:42]1.[c:60]1([CH3:61])[cH:62][cH:63][cH:64][cH:65][cH:66]1>>[Cl:1][CH2:2][c:3]1[cH:4][cH:5][c:6]([CH2:7][O:8][c:12]2[cH:13][cH:14][c:15]([CH2:18][CH2:19][C:20](=[O:21])[O:22][CH3:23])[cH:16][cH:17]2)[cH:9][cH:10]1. Solvent: O (water). Product: BrC1(C(NC(NC1=O)=O)=O)CCOCC (5-bromo-5-(2-ethoxy-ethyl)-pyrimidine-2,4,6-trione). Yield: 59.3%. Procedure details: To a mixture of 5-(2-ethoxy-ethyl)-pyrimidine-2,4,6-trione (27.8 g, 139 mmol) and 1.5 L of water was added 1M sodium hydroxide solution (140 mL) and bromine (7.2 mL, 22.2 g, 139 mmol) at 0° C. After warming to room temperature, the mixture was stirred for 48 hours, filtered, and the solids were washed with water, then ether, then hexanes and dried in vacuo, affording 23 g of 5-bromo-5-(2-ethoxy-ethyl)-pyrimidine-2,4,6-trione. RXN SMILES: [CH2:1]([O:3][CH2:4][CH2:5][CH:6]1[C:11](=[O:12])[NH:10][C:9](=[O:13])[NH:8][C:7]1=[O:14])[CH3:2].[OH-].[Na+].[Br:17]Br>O>[Br:17][C:6]1([CH2:5][CH2:4][O:3][CH2:1][CH3:2])[C:7](=[O:14])[NH:8][C:9](=[O:13])[NH:10][C:11]1=[O:12] |f:1.2|. Conditions: time 48 hour. Starting materials: [OH-].[Na+] (sodium hydroxide), BrBr (bromine), C(C)OCCC1C(NC(NC1=O)=O)=O (5-(2-ethoxy-ethyl)-pyrimidine-2,4,6-trione). The reactants are C(C1=CC=CC=C1)OC(C(CC(=O)O)(CC=C(C)C)O)=O (2-Hydroxy-2-(3-methyl-but-2-enyl)-succinic acid 1-benzyl ester), C1=CC=CC=C1 (PhH), solution, [Si](C)(C)(C)C=[N+]=[N-] (TMSCHN2). Run in CO (MeOH). Yields the product O[C@@](C(=O)OCC1=CC=CC=C1)(CC(=O)OC)CC=C(C)C ((R)-1-benzyl 4-methyl 2-hydroxy-2-(3-methylbut-2-enyl)succinate). Yield: 100.0%. As a reaction SMILES: [CH2:1]([O:8][C:9](=[O:21])[C:10]([OH:20])([CH2:15][CH:16]=[C:17]([CH3:19])[CH3:18])[CH2:11][C:12]([OH:14])=[O:13])[C:2]1[CH:7]=[CH:6][CH:5]=[CH:4][CH:3]=1.[CH:22]1C=CC=CC=1.[Si](C=[N+]=[N-])(C)(C)C>CO>[OH:20][C@:10]([CH2:15][CH:16]=[C:17]([CH3:18])[CH3:19])([CH2:11][C:12]([O:14][CH3:22])=[O:13])[C:9]([O:8][CH2:1][C:2]1[CH:3]=[CH:4][CH:5]=[CH:6][CH:7]=1)=[O:21]. Procedure: To a solution of acid 75 (175.2 mg, 0.599 mmol, 1.00 equiv) in 7:2 PhH:MeOH (6.0 mL) was added a 2.0 M solution of TMSCHN2 (449 μL, 0.899 mmol, 1.50 equiv.). After the resulting gas evolution had subsided, the solvent was removed by rotary evaporation to yield methyl ester 77 (183.7 mg, 100%) as a clear, colorless oil. Rf=0.55 (2:1 hex:EtOAc); 1H NMR (500 MHz, CDCl3) δ 7.36 (m, 5H, aryl H), 5.23 (d, 1H, J=12.1 Hz, PhCH2), 5.19 (d, 1H, J=12.1 Hz, PhCH2), 5.08 (m, 1H, vinyl H), 3.68 (s, 1H, OH), 3... The reactants are FC1=C(C(=O)Cl)C=CC(=C1)F (2,4-difluoro-benzoyl chloride), NC1=CC=C(C=C1)C(CCC(=O)OC)=O (4-(4-amino-phenyl)-4-oxo-butyric acid, methyl ester). The product is FC1=C(C(=O)NC2=CC=C(C=C2)C(CCC(=O)O)=O)C=CC(=C1)F (4-[4-(2,4-difluoro-benzoylamino)-phenyl]-4-oxo-butyric acid). Yield: 76.8%. Reaction SMILES: [F:1][C:2]1[CH:10]=[C:9]([F:11])[CH:8]=[CH:7][C:3]=1[C:4](Cl)=[O:5].[NH2:12][C:13]1[CH:18]=[CH:17][C:16]([C:19](=[O:26])[CH2:20][CH2:21][C:22]([O:24]C)=[O:23])=[CH:15][CH:14]=1>>[F:1][C:2]1[CH:10]=[C:9]([F:11])[CH:8]=[CH:7][C:3]=1[C:4]([NH:12][C:13]1[CH:14]=[CH:15][C:16]([C:19](=[O:26])[CH2:20][CH2:21][C:22]([OH:24])=[O:23])=[CH:17][CH:18]=1)=[O:5]. Procedure details: In a manner similar to that described in Example 3, 2,4-difluoro-benzoyl chloride (0.059 g, 0.00033 mol) was allowed to react with 4-(4-amino-phenyl)-4-oxo-butyric acid, methyl ester (0.052 g, 0.00025 mol), and the resulting intermediate was hydrolyzed to give 0.064 g of 4-[4-(2,4-difluoro-benzoylamino)-phenyl]-4-oxo-butyric acid as an off-white solid; MS-(AP+) MH+334. The product is FC(CC[C@H](N)C(=O)O)(C(N)C(=O)O)F (δ,δ-difluoro-ε-carboxylysine). Reaction conditions: time 8 hour. Solvent: CCOCC (ether), Cl (HCl). RXN SMILES: C(OC([NH:8][CH:9]([C:13]([F:29])([F:28])[CH2:14][CH2:15][CH:16]([NH:20]C(OC(C)(C)C)=O)[C:17]([OH:19])=[O:18])[C:10]([OH:12])=[O:11])=O)(C)(C)C>CCOCC.Cl>[F:28][C:13]([F:29])([CH:9]([C:10]([OH:12])=[O:11])[NH2:8])[CH2:14][CH2:15][C@@H:16]([C:17]([OH:19])=[O:18])[NH2:20]. Starting materials: C(C)(C)(C)OC(=O)NC(C(=O)O)C(CCC(C(=O)O)NC(=O)OC(C)(C)C)(F)F (2,6-di-t-butoxycarbonylamino-3,3-difluoro-1,7-heptanedioic acid). Procedure details: 2,6-di-t-butoxycarbonylamino-3,3-difluoro-1,7-heptanedioic acid (34 mg, 0.08 mmoles) is dissolved in dry ether saturated with HCl gas. After standing overnight and filtration, the title compound is obtained as a white solid (9 mg, 38%, RF: 0.4 (ethanol, conc. ammonia: 70/30, RF: 0.1 (butanol/acetic acid/water: 4/2/2) The reactants are O (water), C1(=CC=CC=C1)C1=NNC=C1C1=NN(C=CC1=O)C1=CC(=CC=C1)C(F)(F)F (3-(3-phenyl-1H-pyrazol-4-yl)-1-[3-(trifluoromethyl)phenyl]pyridazin-4(1H)-one), IC(C)C (2-iodopropane), C(=O)([O-])[O-].[K+].[K+] (K2CO3). The solvent is CN(C)C=O (DMF). Conditions: temperature 50 celsius, time 8 hour. Yields the product CC(C)N1N=CC(=C1C1=CC=CC=C1)C1=NN(C=CC1=O)C1=CC(=CC=C1)C(F)(F)F (3-[1-(1-Methylethyl)-5-phenyl-1H-pyrazol-4-yl]-1-[3-(trifluoromethyl)phenyl]pyridazin-4(1H)-one). As a reaction SMILES: [C:1]1([C:7]2[C:11]([C:12]3[C:17](=[O:18])[CH:16]=[CH:15][N:14]([C:19]4[CH:24]=[CH:23][CH:22]=[C:21]([C:25]([F:28])([F:27])[F:26])[CH:20]=4)[N:13]=3)=[CH:10][NH:9][N:8]=2)[CH:6]=[CH:5][CH:4]=[CH:3][CH:2]=1.I[CH:30]([CH3:32])[CH3:31].C([O-])([O-])=O.[K+].[K+].O>CN(C=O)C>[CH3:31][CH:30]([N:8]1[C:7]([C:1]2[CH:6]=[CH:5][CH:4]=[CH:3][CH:2]=2)=[C:11]([C:12]2[C:17](=[O:18])[CH:16]=[CH:15][N:14]([C:19]3[CH:24]=[CH:23][CH:22]=[C:21]([C:25]([F:26])([F:27])[F:28])[CH:20]=3)[N:13]=2)[CH:10]=[N:9]1)[CH3:32] |f:2.3.4|. Reported procedure: A suspension of 3-(3-phenyl-1H-pyrazol-4-yl)-1-[3-(trifluoromethyl)phenyl]pyridazin-4(1H)-one (325 mg, 0.85 mmol), 2-iodopropane (0.130 mL, 1.3 mmol), and K2CO3 (235 mg, 1.7 mmol) in DMF (3 mL) was stirred overnight at 50° C. The reaction mixture was poured into water and extracted with AcOEt. The extract was washed with water and brine, dried over MgSO4, and concentrated under reduced pressure. The residue was purified by basic silica gel column chromatography eluting with AcOEt followed by sep... Starting materials: CC(C(COC1=C(C=C(C=C1)C(CC)(CC)C=1C=C(C2=C(C=C(O2)C(=O)N(C)CC(=O)O)C1)C)C)=O)(C)C ([(5-{1-[4-(3,3-Dimethyl-2-oxo-butoxy)-3-methyl-phenyl]-1-ethyl-propyl}-7-methyl-benzofuran-2-carbonyl)-methyl-amino]-acetic acid), [BH4-].[Na+] (NaBH4). The solvent is C1CCOC1 (THF). The product is C(C)C(CC)(C1=CC(=C(C=C1)OCC(C(C)(C)C)O)C)C=1C=C(C2=C(C=C(O2)C(=O)N(C)CC(=O)O)C1)C ([(5-{1-Ethyl-1-[4-(2-hydroxy-3,3-dimethyl-butoxy)-3-methyl-phenyl]-propyl}-7-methyl-benzofuran-2-carbonyl)-methyl-amino]-acetic acid). Isolated yield 96.4%. Reaction SMILES: [CH3:1][C:2]([CH3:38])([CH3:37])[C:3](=[O:36])[CH2:4][O:5][C:6]1[CH:11]=[CH:10][C:9]([C:12]([C:17]2[CH:18]=[C:19]([CH3:34])[C:20]3[O:24][C:23]([C:25]([N:27]([CH2:29][C:30]([OH:32])=[O:31])[CH3:28])=[O:26])=[CH:22][C:21]=3[CH:33]=2)([CH2:15][CH3:16])[CH2:13][CH3:14])=[CH:8][C:7]=1[CH3:35].[BH4-].[Na+]>C1COCC1>[CH2:13]([C:12]([C:17]1[CH:18]=[C:19]([CH3:34])[C:20]2[O:24][C:23]([C:25]([N:27]([CH2:29][C:30]([OH:32])=[O:31])[CH3:28])=[O:26])=[CH:22][C:21]=2[CH:33]=1)([C:9]1[CH:10]=[CH:11][C:6]([O:5][CH2:4][CH:3]([OH:36])[C:2]([CH3:37])([CH3:38])[CH3:1])=[C:7]([CH3:35])[CH:8]=1)[CH2:15][CH3:16])[CH3:14] |f:1.2|. Procedure details: [(5-{1-[4-(3,3-Dimethyl-2-oxo-butoxy)-3-methyl-phenyl]-1-ethyl-propyl}-7-methyl-benzofuran-2-carbonyl)-methyl-amino]-acetic acid (310 mg, 0.594 mmol) in THF (2.0 mL) are reacted with NaBH4 (45 mg, 1.19 mmol) analogous to Example 8 to yield title compound (300 mg, 97%). MS (ES) m/e: 522.3 (M−1), 524.3 (M+1) Reactants: Brc1ncccn1, O=C([O-])[O-], COCCOC, O=Cc1cc(B(O)O)cs1, ClCCl, [Na+], [Na+], O, c1ccc(P(c2ccccc2)(c2ccccc2)[Pd](P(c2ccccc2)(c2ccccc2)c2ccccc2)(P(c2ccccc2)(c2ccccc2)c2ccccc2)P(c2ccccc2)(c2ccccc2)c2ccccc2)cc1. The product is O=Cc1cc(-c2ncccn2)cs1. Reaction SMILES: [Br:17][c:18]1[n:19][cH:20][cH:21][cH:22][n:23]1.[C:1](=[O:2])([O-:3])[O-:4].[CH3:25][O:26][CH2:27][CH2:28][O:29][CH3:30].[CH:7](=[O:8])[c:9]1[cH:10][c:11]([B:14]([OH:15])[OH:16])[cH:12][s:13]1.[Cl:31][CH2:32][Cl:33].[Na+:5].[Na+:6].[OH2:24].[cH:34]1[cH:35][cH:36][c:37]([P:38]([Pd:39]([P:40]([c:41]2[cH:42][cH:43][cH:44][cH:45][cH:46]2)([c:47]2[cH:48][cH:49][cH:50][cH:51][cH:52]2)[c:53]2[cH:54][cH:55][cH:56][cH:57][cH:58]2)([P:59]([c:60]2[cH:61][cH:62][cH:63][cH:64][cH:65]2)([c:66]2[cH:67][cH:68][cH:69][cH:70][cH:71]2)[c:72]2[cH:73][cH:74][cH:75][cH:76][cH:77]2)[P:78]([c:79]2[cH:80][cH:81][cH:82][cH:83][cH:84]2)([c:85]2[cH:86][cH:87][cH:88][cH:89][cH:90]2)[c:91]2[cH:92][cH:93][cH:94][cH:95][cH:96]2)([c:97]2[cH:98][cH:99][cH:100][cH:101][cH:102]2)[c:103]2[cH:104][cH:105][cH:106][cH:107][cH:108]2)[cH:109][cH:110]1>>[CH:7](=[O:8])[c:9]1[cH:10][c:11](-[c:18]2[n:19][cH:20][cH:21][cH:22][n:23]2)[cH:12][s:13]1.